From a dataset of the Open Reaction Database (ORD), a public repository of structured organic reaction records. describe an organic reaction: reactants, conditions, products, and yield Reactants: COc1cc(C=C2CCC3CC(O[Si](C)(C)C(C)(C)C)CC(c4cc(F)c(F)c(F)c4)N3C2=O)ccc1-n1cnc(C)c1, CCCC[N+](CCCC)(CCCC)CCCC, C1CCOC1, CCOC(C)=O, [Cl-], [F-], [NH4+]. Reaction SMILES: [C:19]([Si:20]([CH3:21])([CH3:22])[O:24][CH:25]1[CH2:26][CH:27]([c:51]2[cH:52][c:53]([F:59])[c:54]([F:58])[c:55]([F:57])[cH:56]2)[N:28]2[C:29](=[O:50])[C:30](=[CH:35][c:36]3[cH:37][c:38]([O:48][CH3:49])[c:39](-[n:42]4[cH:43][n:44][c:45]([CH3:47])[cH:46]4)[cH:40][cH:41]3)[CH2:31][CH2:32][CH:33]2[CH2:34]1)([CH3:23])([CH3:60])[CH3:61].[CH2:2]([N+:3]([CH2:4][CH2:5][CH2:6][CH3:7])([CH2:8][CH2:9][CH2:10][CH3:11])[CH2:12][CH2:13][CH2:14][CH3:15])[CH2:16][CH2:17][CH3:18].[CH2:70]1[O:71][CH2:72][CH2:73][CH2:74]1.[CH3:64][CH2:65][O:66][C:67](=[O:68])[CH3:69].[Cl-:62].[F-:1].[NH4+:63]>>[OH:24][CH:25]1[CH2:26][CH:27]([c:51]2[cH:52][c:53]([F:59])[c:54]([F:58])[c:55]([F:57])[cH:56]2)[N:28]2[C:29](=[O:50])[C:30](=[CH:35][c:36]3[cH:37][c:38]([O:48][CH3:49])[c:39](-[n:42]4[cH:43][n:44][c:45]([CH3:47])[cH:46]4)[cH:40][cH:41]3)[CH2:31][CH2:32][CH:33]2[CH2:34]1. Product: COc1cc(C=C2CCC3CC(O)CC(c4cc(F)c(F)c(F)c4)N3C2=O)ccc1-n1cnc(C)c1. Reactants: BrC=1C=C(C=2CCN(C(C2C1)=O)C(CCC)CCC)C(=O)OC (methyl 7-bromo-1-oxo-2-(1-propylbutyl)-1,2,3,4-tetrahydroisoquinoline-5-carboxylate), C(CCC)[Sn](C=1OC=CN1)(CCCC)CCCC (2-(tri-n-butylstannyl)oxazole). Reagents/catalysts: C=1C=CC(=CC1)[P](C=2C=CC=CC2)(C=3C=CC=CC3)[Pd]([P](C=4C=CC=CC4)(C=5C=CC=CC5)C=6C=CC=CC6)([P](C=7C=CC=CC7)(C=8C=CC=CC8)C=9C=CC=CC9)[P](C=1C=CC=CC1)(C=1C=CC=CC1)C=1C=CC=CC1 (tetrakis(triphenylphosphine)palladium). The solvent is O1CCOCC1 (dioxane). Reaction conditions: temperature 145 celsius. Product: O1C(=NC=C1)C=1C=C(C=2CCN(C(C2C1)=O)C(CCC)CCC)C(=O)OC (Methyl 7-(2-oxazolyl)-1-oxo-2-(1-propyl butyl)-1,2,3,4-tetrahydroisoquinoline-5-carboxylate). RXN SMILES: Br[C:2]1[CH:3]=[C:4]([C:20]([O:22][CH3:23])=[O:21])[C:5]2[CH2:6][CH2:7][N:8]([CH:13]([CH2:17][CH2:18][CH3:19])[CH2:14][CH2:15][CH3:16])[C:9](=[O:12])[C:10]=2[CH:11]=1.C([Sn](CCCC)(CCCC)[C:29]1[O:30][CH:31]=[CH:32][N:33]=1)CCC>O1CCOCC1.C1C=CC([P]([Pd]([P](C2C=CC=CC=2)(C2C=CC=CC=2)C2C=CC=CC=2)([P](C2C=CC=CC=2)(C2C=CC=CC=2)C2C=CC=CC=2)[P](C2C=CC=CC=2)(C2C=CC=CC=2)C2C=CC=CC=2)(C2C=CC=CC=2)C2C=CC=CC=2)=CC=1>[O:30]1[CH:31]=[CH:32][N:33]=[C:29]1[C:2]1[CH:3]=[C:4]([C:20]([O:22][CH3:23])=[O:21])[C:5]2[CH2:6][CH2:7][N:8]([CH:13]([CH2:17][CH2:18][CH3:19])[CH2:14][CH2:15][CH3:16])[C:9](=[O:12])[C:10]=2[CH:11]=1 |^1:51,53,72,91|. Procedure details: Added to a solution of 0.8 g of methyl 7-bromo-1-oxo-2-(1-propylbutyl)-1,2,3,4-tetrahydroisoquinoline-5-carboxylate in 8 cm3 of dioxane, under an argon atmosphere at a temperature close to 20° C. are 308 mg of tetrakis(triphenylphosphine)palladium and 3.2 g of 2-(tri-n-butylstannyl)oxazole. The reaction medium is heated at 145° C. in a microwave oven for 15 minutes, then left to return to a temperature close to 20° C. The reaction medium is concentrated to dryness under reduced pressure (5 kPa).... Procedure details: The compound (8.67 g, 8.17 mmol) synthesized in Example 5 (5a) was dissolved in tetrahydrofuran (150 mL) and a solution of 1.0 M tetrabutyl ammonium fluoride in THF (20 mL, 20 mmol) was added thereto, followed by stirring of the mixture at room temperature for 5 hours. After the solvent was distilled off under reduced pressure, the residue was purified using silica gel flash column chromatography (methylene chloride:methanol, 50:1, V/V) to obtain the desired title compound (4.19 g, yield 62%) as... Reaction SMILES: [Si]([O:8][CH2:9][C@H:10]1[O:19][CH:14]([O:15][CH2:16][CH:17]=[CH2:18])[C@H:13]([O:20][CH2:21][C:22]2[CH:27]=[CH:26][CH:25]=[CH:24][CH:23]=2)[C@@H:12]([O:28][CH2:29][C:30]2[CH:35]=[CH:34][CH:33]=[CH:32][CH:31]=2)[C@@H:11]1[O:36][C@@H:37]1[O:66][C@H:65]([CH2:67][O:68][Si](C(C)(C)C)(C)C)[C@@H:56]([O:57][CH2:58][C:59]2[CH:64]=[CH:63][CH:62]=[CH:61][CH:60]=2)[C@H:47]([O:48][CH2:49][C:50]2[CH:55]=[CH:54][CH:53]=[CH:52][CH:51]=2)[C@H:38]1[O:39][CH2:40][C:41]1[CH:46]=[CH:45][CH:44]=[CH:43][CH:42]=1)(C(C)(C)C)(C)C.[F-].C([N+](CCCC)(CCCC)CCCC)CCC>O1CCCC1>[CH2:21]([O:20][C@@H:13]1[C@@H:12]([O:28][CH2:29][C:30]2[CH:35]=[CH:34][CH:33]=[CH:32][CH:31]=2)[C@H:11]([O:36][C@@H:37]2[O:66][C@H:65]([CH2:67][OH:68])[C@@H:56]([O:57][CH2:58][C:59]3[CH:64]=[CH:63][CH:62]=[CH:61][CH:60]=3)[C@H:47]([O:48][CH2:49][C:50]3[CH:51]=[CH:52][CH:53]=[CH:54][CH:55]=3)[C@H:38]2[O:39][CH2:40][C:41]2[CH:46]=[CH:45][CH:44]=[CH:43][CH:42]=2)[C@@H:10]([CH2:9][OH:8])[O:19][CH:14]1[O:15][CH2:16][CH:17]=[CH2:18])[C:22]1[CH:23]=[CH:24][CH:25]=[CH:26][CH:27]=1 |f:1.2|. Run in O1CCCC1 (tetrahydrofuran), C1CCOC1 (THF). Reaction conditions: time 5 hour. Isolated yield 61.6%. The reactants are [Si](C)(C)(C(C)(C)C)OC[C@@H]1[C@H]([C@@H]([C@H](C(OCC=C)O1)OCC1=CC=CC=C1)OCC1=CC=CC=C1)O[C@H]1[C@H](OCC2=CC=CC=C2)[C@@H](OCC2=CC=CC=C2)[C@H](OCC2=CC=CC=C2)[C@H](O1)CO[Si](C)(C)C(C)(C)C (Allyl 6-O-t-butyldimethylsilyl-2,3-di-O-benzyl-4-O-(6-O-t-butyldimethylsilyl-2,3,4-tri-O-benzyl-β-D-glucopyranosyl)-D-glucopyranoside), [F-].C(CCC)[N+](CCCC)(CCCC)CCCC (tetrabutyl ammonium fluoride). Product: C(C1=CC=CC=C1)O[C@H]1C(OCC=C)O[C@@H]([C@H]([C@@H]1OCC1=CC=CC=C1)O[C@H]1[C@H](OCC2=CC=CC=C2)[C@@H](OCC2=CC=CC=C2)[C@H](OCC2=CC=CC=C2)[C@H](O1)CO)CO (Allyl 2,3-di-O-benzyl-4-O-(2,3,4-tri-O-benzyl-β-D-glucopyranosyl)-D-glucopyranoside). The reactants are [Na+].C(C)(=O)OCC1=C(N2C(C(C2SC1)N)=O)C(=O)[O-] (3-[(acetyloxy)methyl]-7-amino-8-oxo-5-thia-1-azabicyclo[4.2.0]oct-2-ene-2-carboxylic acid sodium salt), ClCOC([C@@H](NC(=O)OC(C)(C)C)C(C)C)=O (N-tert-butoxycarbonyl-L-valine chloromethyl ester). Run in C(C)(=O)OCC (ethyl acetate), CN(C=O)C (dimethyl formamide). Conditions: time 72 hour. Product: NC(C(=O)OCOC(=O)C=1N2C(C(C2SCC1COC(C)=O)N)=O)C(C)C (3-[(Acetyloxy)methyl]-7-amino-8-oxo-5-thia-1-azabicyclo[4.2.0]oct-2-ene-2-carboxylic acid 2-amino-3-methylbutyryloxymethyl ester). Reaction SMILES: [Na+].[C:2]([O:5][CH2:6][C:7]1[CH2:14][S:13][CH:12]2[N:9]([C:10](=[O:16])[CH:11]2[NH2:15])[C:8]=1[C:17]([O-:19])=[O:18])(=[O:4])[CH3:3].Cl[CH2:21][O:22][C:23](=[O:36])[C@H:24]([CH:33]([CH3:35])[CH3:34])[NH:25]C(OC(C)(C)C)=O>CN(C)C=O.C(OCC)(=O)C>[NH2:25][CH:24]([CH:33]([CH3:35])[CH3:34])[C:23]([O:22][CH2:21][O:18][C:17]([C:8]1[N:9]2[CH:12]([S:13][CH2:14][C:7]=1[CH2:6][O:5][C:2](=[O:4])[CH3:3])[CH:11]([NH2:15])[C:10]2=[O:16])=[O:19])=[O:36] |f:0.1|. Procedure details: A suspension of 5 grams of 3-[(acetyloxy)methyl]-7-amino-8-oxo-5-thia-1-azabicyclo[4.2.0]oct-2-ene-2-carboxylic acid sodium salt and 8.5 grams of N-tert-butoxycarbonyl-L-valine chloromethyl ester, which is prepared by the general procedure described in W. German Offen. 2,236,620, are mixed in 100 ml of dimethyl formamide and stirred for 72 hours. The mixture is diluted with ethyl acetate, washed with water with aqueous bicarbonate and again with water. The organic layer is dried over magnesium s... Starting materials: FC(C(=O)OCC)(F)F (ethyl trifluoroacetate), C(C)OC(CCC#N)OCC (3-cyanopropionaldehyde diethyl acetal), CCCCCC (hexane), O (water). The solvent is O1CCCC1 (tetrahydrofuran). The product is C(C)OC(CC(C#N)C(C(F)(F)F)=O)OCC (3-Trifluoroactyl-3-cyanopropionaldehyde diethyl acetal). The yield is 32.3%. RXN SMILES: CCCCCC.[F:7][C:8]([F:15])([F:14])[C:9](OCC)=[O:10].[CH2:16]([O:18][CH:19]([O:24][CH2:25][CH3:26])[CH2:20][CH2:21][C:22]#[N:23])[CH3:17].O>O1CCCC1>[CH2:25]([O:24][CH:19]([O:18][CH2:16][CH3:17])[CH2:20][CH:21]([C:9](=[O:10])[C:8]([F:15])([F:14])[F:7])[C:22]#[N:23])[CH3:26]. Reported procedure: To a 40°-45° C. stirring suspension of hexane-washed sodium hydride (5.5 g of a 60% dispersion, 0.14 mol) in 200 mL of dried tetrahydrofuran is added dropwise a solution of ethyl trifluoroacetate (15 g, 0.11 mol) and 3-cyanopropionaldehyde diethyl acetal (17 g, 0.11 mol) in 100 mL of dry tetrahydrofuran. The previously gray suspension slowly turns light brown in color. The reaction mixture is stirred at 50°-55° C. overnight before being quenched by slow addition of 2-propanol (15 mL). Rotary eva... The reactants are BrC=1N=CC(=NC1)C(=O)N1CCN(CC1)C1=NC=C(C=C1C)C ((5-bromopyrazin-2-yl)[4-(3,5-dimethylpyridin-2-yl)piperazin-1-yl]methanone), C(C)[C@H]1NC(OC1)=O ((R)-4-ethyloxazolidin-2-one). Yields the product CC=1C(=NC=C(C1)C)N1CCN(CC1)C(=O)C=1N=CC(=NC1)N1C(OC[C@H]1CC)=O ((R)-3-{5-[4-(3,5-dimethylpyridin-2-yl)piperazine-1-carbonyl]pyrazin-2-yl}-4-ethyloxazolidin-2-one). Yield: 85.2%. Reaction SMILES: Br[C:2]1[N:3]=[CH:4][C:5]([C:8]([N:10]2[CH2:15][CH2:14][N:13]([C:16]3[C:21]([CH3:22])=[CH:20][C:19]([CH3:23])=[CH:18][N:17]=3)[CH2:12][CH2:11]2)=[O:9])=[N:6][CH:7]=1.[CH2:24]([C@@H:26]1[CH2:30][O:29][C:28](=[O:31])[NH:27]1)[CH3:25]>>[CH3:22][C:21]1[C:16]([N:13]2[CH2:14][CH2:15][N:10]([C:8]([C:5]3[N:6]=[CH:7][C:2]([N:27]4[C@H:26]([CH2:24][CH3:25])[CH2:30][O:29][C:28]4=[O:31])=[N:3][CH:4]=3)=[O:9])[CH2:11][CH2:12]2)=[N:17][CH:18]=[C:19]([CH3:23])[CH:20]=1. Procedure details: Using (5-bromopyrazin-2-yl)[4-(3,5-dimethylpyridin-2-yl)piperazin-1-yl]methanone (113 mg) described in Preparation Example 232 and (R)-4-ethyloxazolidin-2-one (52 mg) and by the reaction and treatment in the same manner as in Example 1, the title compound (105 mg) was obtained.